From a dataset of the Open Reaction Database (ORD), a public repository of structured organic reaction records. describe an organic reaction: reactants, conditions, products, and yield Starting materials: CN(C)C(=O)N1CC2CC(=O)CC2C1, CC(C)(C)[O-], COCCOC, [K+], O, [C-]#[N+]CS(=O)(=O)c1ccc(C)cc1. The product is CN(C)C(=O)N1CC2CC(C#N)CC2C1. RXN SMILES: [CH3:1][N:2]([C:3](=[O:4])[N:5]1[CH2:6][CH:7]2[CH:8]([CH2:9]1)[CH2:10][C:11](=[O:13])[CH2:12]2)[CH3:14].[CH3:28][C:29]([CH3:30])([O-:31])[CH3:32].[CH3:34][O:35][CH2:36][CH2:37][O:38][CH3:39].[K+:33].[OH2:40].[c:15]1([CH3:16])[cH:17][cH:18][c:19]([S:20](=[O:22])(=[O:23])[CH2:24][N+:25]#[C-:21])[cH:26][cH:27]1>>[CH3:1][N:2]([C:3](=[O:4])[N:5]1[CH2:6][CH:7]2[CH:8]([CH2:9]1)[CH2:10][CH:11]([C:24]#[N:25])[CH2:12]2)[CH3:14]. The reactants are C(C)OC([C@H]1N(CCC1)C([C@@H](NC(=O)C1=CC(=NC=C1)Cl)C)=O)=O (N-[(2-Chloro-4-pyridinyl)carbonyl]-L-alanyl-L-proline ethyl ester), C(C(C)O)O (1,2-propyleneglycol), S(=S)(=O)([O-])[O-].[Na+].[Na+] (sodium thiosulfate). The solvent is petroleum ether, O (water), O (water). Yields the product C(C)OC([C@H]1N(CCC1)C([C@@H](NC(=O)C1=CC(NC=C1)=S)C)=O)=O (N-[(1,2-Dihydro-2-thioxo-4-pyridinyl)carbonyl]-L-alanyl-L-proline ethyl ester). Yield: 85.0%. RXN SMILES: [CH2:1]([O:3][C:4](=[O:24])[C@@H:5]1[CH2:9][CH2:8][CH2:7][N:6]1[C:10](=[O:23])[C@H:11]([CH3:22])[NH:12][C:13]([C:15]1[CH:20]=[CH:19][N:18]=[C:17](Cl)[CH:16]=1)=[O:14])[CH3:2].C(O)C(O)C.[S:30]([O-])([O-])(=O)=S.[Na+].[Na+]>O>[CH2:1]([O:3][C:4](=[O:24])[C@@H:5]1[CH2:9][CH2:8][CH2:7][N:6]1[C:10](=[O:23])[C@H:11]([CH3:22])[NH:12][C:13]([C:15]1[CH:20]=[CH:19][NH:18][C:17](=[S:30])[CH:16]=1)=[O:14])[CH3:2] |f:2.3.4|. Reported procedure: To a solution of 4.5 g (0.013 mol) of N-[(2-Chloro-4-pyridinyl)carbonyl]-L-alanyl-L-proline ethyl ester (Compound No. 3) in 45 ml of a 10:1 mixture of 1,2-propyleneglycol:water, 15.2 g of sodium thiosulfate are added, and the mixture is heated under reflux for 15 hours. The resulting reaction mixture is diluted with 100 ml of water and extracted with four 100 ml portions of methylene chloride. The organic layer is washed three times with 100 ml of water, dried over anhydrous magnesium sulfate, a... Reactants: ClC1=CC(=CC(=C1)CCl)Cl (1,3-dichloro-5-chloromethyl-benzene), C(C)(C)C=1C=CC(=C(C1)C1=C(C=C(C=C1)C(F)(F)F)CNC1=NC=C(C=N1)OCCCC(=O)OC(C)(C)C)OC (Tert-butyl 4-{2-[(5′-isopropyl-2′-methoxy-4-trifluoromethyl-biphenyl-2-ylmethyl)-amino]-pyrimidin-5-yloxy}-butyrate), [H-].[Na+] (sodium hydride). Run in [Cl-].[Na+].O (brine), CN(C=O)C (N,N-dimethylformamide). Run at time 3 hour. Product: ClC=1C=C(CN(C2=NC=C(C=N2)OCCCC(=O)OC(C)(C)C)CC2=C(C=CC(=C2)C(F)(F)F)C2=C(C=CC(=C2)C(C)C)OC)C=C(C1)Cl (tert-butyl 4-{2-[(3,5-dichloro-benzyl)-(5′-isopropyl-2′-methoxy-4-trifluoromethyl-biphenyl-2-ylmethyl)-amino]-pyrimidin-5-yloxy}-butyrate). Isolated yield 79.6%. Reaction SMILES: [CH:1]([C:4]1[CH:5]=[CH:6][C:7]([O:39][CH3:40])=[C:8]([C:10]2[CH:15]=[CH:14][C:13]([C:16]([F:19])([F:18])[F:17])=[CH:12][C:11]=2[CH2:20][NH:21][C:22]2[N:27]=[CH:26][C:25]([O:28][CH2:29][CH2:30][CH2:31][C:32]([O:34][C:35]([CH3:38])([CH3:37])[CH3:36])=[O:33])=[CH:24][N:23]=2)[CH:9]=1)([CH3:3])[CH3:2].[Cl:41][C:42]1[CH:47]=[C:46]([CH2:48]Cl)[CH:45]=[C:44]([Cl:50])[CH:43]=1.[H-].[Na+]>CN(C)C=O.[Cl-].[Na+].O>[Cl:41][C:42]1[CH:47]=[C:46]([CH:45]=[C:44]([Cl:50])[CH:43]=1)[CH2:48][N:21]([CH2:20][C:11]1[CH:12]=[C:13]([C:16]([F:19])([F:17])[F:18])[CH:14]=[CH:15][C:10]=1[C:8]1[CH:9]=[C:4]([CH:1]([CH3:3])[CH3:2])[CH:5]=[CH:6][C:7]=1[O:39][CH3:40])[C:22]1[N:23]=[CH:24][C:25]([O:28][CH2:29][CH2:30][CH2:31][C:32]([O:34][C:35]([CH3:38])([CH3:37])[CH3:36])=[O:33])=[CH:26][N:27]=1 |f:2.3,5.6.7|. Procedure: Tert-butyl 4-{2-[(5′-isopropyl-2′-methoxy-4-trifluoromethyl-biphenyl-2-ylmethyl)-amino]-pyrimidin-5-yloxy}-butyrate (180 mg) is dissolved in N,N-dimethylformamide (1.0 ml), and thereto is added 1,3-dichloro-5-chloromethyl-benzene (252 mg), followed by an addition of sodium hydride (60%) (34 mg) under ice-cooling and the mixture is stirred at room temperature for 3 hours. To the reaction solution are added a saturated brine, and the mixture is extracted with ethyl acetate, and the organic layer i... Reactants: ClCCl, O=Cc1cccc(F)c1O, O=C(Cl)N1CCOCC1, O, c1ccncc1. The product is O=Cc1cccc(F)c1OC(=O)N1CCOCC1. Reaction SMILES: [Cl:11][CH2:12][Cl:13].[F:1][c:2]1[c:3]([OH:10])[c:4]([CH:5]=[O:6])[cH:7][cH:8][cH:9]1.[O:20]1[CH2:21][CH2:22][N:23]([C:26](=[O:27])[Cl:28])[CH2:24][CH2:25]1.[OH2:29].[cH:14]1[cH:15][cH:16][n:17][cH:18][cH:19]1>>[F:1][c:2]1[c:3]([O:10][C:26]([N:23]2[CH2:22][CH2:21][O:20][CH2:25][CH2:24]2)=[O:27])[c:4]([CH:5]=[O:6])[cH:7][cH:8][cH:9]1. Reactants: COC(=O)C=1N=C(C2=CC(=CC=C2C1O)CC1=CC=CC=C1)Br (7-benzyl-1-bromo-4-hydroxy-isoquinoline-3-carboxylic acid methyl ester), C(#N)[Cu] (CuCN). Product: COC(=O)C=1N=C(C2=CC(=CC=C2C1O)CC1=CC=CC=C1)C#N (7-Benzyl-1-cyano-4-hydroxy-isoquinoline-3-carboxylic acid methyl ester). RXN SMILES: [CH3:1][O:2][C:3]([C:5]1[N:6]=[C:7](Br)[C:8]2[C:13]([C:14]=1[OH:15])=[CH:12][CH:11]=[C:10]([CH2:16][C:17]1[CH:22]=[CH:21][CH:20]=[CH:19][CH:18]=1)[CH:9]=2)=[O:4].[C:24]([Cu])#[N:25]>>[CH3:1][O:2][C:3]([C:5]1[N:6]=[C:7]([C:24]#[N:25])[C:8]2[C:13]([C:14]=1[OH:15])=[CH:12][CH:11]=[C:10]([CH2:16][C:17]1[CH:22]=[CH:21][CH:20]=[CH:19][CH:18]=1)[CH:9]=2)=[O:4]. Reported procedure: The title compound was synthesized from 7-benzyl-1-bromo-4-hydroxy-isoquinoline-3-carboxylic acid methyl ester and CuCN in analogy to example 3a; MS-(−)-ion: M−1=317.4. Reactants: CCCN1CCOC(COS(=O)(=O)c2ccc(C)cc2)C1, CCOc1ccccc1N, Cc1ccccc1C. Yields the product CCCN1CCOC(CNc2ccccc2OCC)C1, Cc1ccc(S(=O)(=O)O)cc1. As a reaction SMILES: [CH2:11]([CH2:12][CH3:13])[N:14]1[CH2:15][CH:16]([CH2:20][O:21][S:22](=[O:23])(=[O:24])[c:25]2[cH:26][cH:27][c:28]([CH3:31])[cH:29][cH:30]2)[O:17][CH2:18][CH2:19]1.[CH2:1]([CH3:2])[O:3][c:4]1[c:5]([NH2:6])[cH:7][cH:8][cH:9][cH:10]1.[c:32]1([CH3:33])[c:34]([CH3:35])[cH:36][cH:37][cH:38][cH:39]1>>[CH2:1]([CH3:2])[O:3][c:4]1[c:5]([NH:6][CH2:20][CH:16]2[CH2:15][N:14]([CH2:11][CH2:12][CH3:13])[CH2:19][CH2:18][O:17]2)[cH:7][cH:8][cH:9][cH:10]1.[O:21]=[S:22](=[O:23])([OH:24])[c:25]1[cH:26][cH:27][c:28]([CH3:31])[cH:29][cH:30]1. Starting materials: O(C1=CC=CC=C1)C1=CC=C(CN)C=C1 (4-phenoxybenzylamine), NC1=CC2=C(OC(OC2=O)(C)C)C=C1 (6-amino-2,2-dimethyl-4H-1,3-benzodioxin-4-one), ClCC1=CC=C(C(=O)Cl)C=C1 (4-(chloromethyl)benzoyl chloride), C(C)(=O)Cl (acetyl chloride). The product is C(C)(=O)N(C=1C=CC(=C(C(=O)O)C1)O)CC1=CC=C(C=C1)C(=O)NCC1=CC=C(C=C1)OC1=CC=CC=C1 (5-[acetyl(4-{[(4-phenoxybenzyl)amino]carbonyl}benzyl)amino]-2-hydroxybenzoic acid). RXN SMILES: [O:1]([C:8]1[CH:15]=[CH:14][C:11]([CH2:12][NH2:13])=[CH:10][CH:9]=1)[C:2]1[CH:7]=[CH:6][CH:5]=[CH:4][CH:3]=1.Cl[CH2:17][C:18]1[CH:26]=[CH:25][C:21]([C:22](Cl)=[O:23])=[CH:20][CH:19]=1.[C:27](Cl)(=[O:29])[CH3:28].[NH2:31][C:32]1[CH:44]=[CH:43][C:35]2[O:36]C(C)(C)[O:38][C:39](=[O:40])[C:34]=2[CH:33]=1>>[C:27]([N:31]([CH2:17][C:18]1[CH:26]=[CH:25][C:21]([C:22]([NH:13][CH2:12][C:11]2[CH:10]=[CH:9][C:8]([O:1][C:2]3[CH:3]=[CH:4][CH:5]=[CH:6][CH:7]=3)=[CH:15][CH:14]=2)=[O:23])=[CH:20][CH:19]=1)[C:32]1[CH:44]=[CH:43][C:35]([OH:36])=[C:34]([CH:33]=1)[C:39]([OH:40])=[O:38])(=[O:29])[CH3:28]. Reported procedure: The title compound was prepared following the procedure A using 4-phenoxybenzylamine, 4-(chloromethyl)benzoyl chloride, acetyl chloride and 6-amino-2,2-dimethyl-4H-1,3-benzodioxin-4-one. M+(ESI): 511.1